This data is from the Open Reaction Database (ORD), a public repository of structured organic reaction records. The task is: describe an organic reaction: reactants, conditions, products, and yield The reactants are OC[C@@H](C1=CC=CC=C1)NC(=O)C1(CC1)Br ((1R)-1-bromocyclopropanecarboxylic acid-2-hydroxy-1-phenylethylamide), BrC1(CC1)C(=O)Cl (1-bromocyclopropane-carboxylic acid chloride), NC(CO)CC ((−)-2-amino-1-butanol). The product is OC[C@@H](CC)NC(=O)C1(CC1)Br ((1R)-1-bromocyclopropanecarboxylic acid-2-hydroxy-1-ethylethylamide). As a reaction SMILES: [OH:1][CH2:2][C@H:3]([NH:10][C:11]([C:13]1([Br:16])[CH2:15][CH2:14]1)=[O:12])[C:4]1C=CC=C[CH:5]=1.BrC1(C(Cl)=O)CC1.NC(CC)CO>>[OH:1][CH2:2][C@H:3]([NH:10][C:11]([C:13]1([Br:16])[CH2:15][CH2:14]1)=[O:12])[CH2:4][CH3:5]. Reported procedure: Analogously to the production of amide 110, 2.18 g of acid chloride 107 is reacted with 962 mg of (−)-2-amino-1-butanol, whereby 2.3 g of (1R)-1-bromocyclopropanecarboxylic acid-2-hydroxy-1-ethylethylamide 114 is obtained as a colorless oil. Starting materials: C(C)S(=O)(=O)C=1C=C(C2=C(OCCO2)C1)C(=O)O (7-ethylsulfonyl-1,4-benzodioxane-5-carboxylic acid), C(=O)(N1C=NC=C1)N1C=NC=C1 (carbonyldiimidazole), C(C)N1C(CCC1)CN (1-ethyl-2-aminomethylpyrrolidine). The solvent is O1CCCC1 (tetrahydrofuran). Yields the product C(C)N1C(CCC1)CNC(=O)C1=CC(=CC=2OCCOC21)S(=O)(=O)CC (N-(1-ethyl-2-pyrrolidylmethyl)-7-ethylsulfonyl-1,4-benzodioxane-5-carboxamide). Yield: 76.7%. RXN SMILES: [CH2:1]([S:3]([C:6]1[CH:7]=[C:8]([C:16]([OH:18])=O)[C:9]2[O:14][CH2:13][CH2:12][O:11][C:10]=2[CH:15]=1)(=[O:5])=[O:4])[CH3:2].C(N1C=CN=C1)(N1C=CN=C1)=O.[CH2:31]([N:33]1[CH2:37][CH2:36][CH2:35][CH:34]1[CH2:38][NH2:39])[CH3:32]>O1CCCC1>[CH2:31]([N:33]1[CH2:37][CH2:36][CH2:35][CH:34]1[CH2:38][NH:39][C:16]([C:8]1[C:9]2[O:14][CH2:13][CH2:12][O:11][C:10]=2[CH:15]=[C:6]([S:3]([CH2:1][CH3:2])(=[O:4])=[O:5])[CH:7]=1)=[O:18])[CH3:32]. Reported procedure: 13 g of 7-ethylsulfonyl-1,4-benzodioxane-5-carboxylic acid, 300 ml of tetrahydrofuran and 13 g of carbonyldiimidazole were introduced into a balloon flask provided with an agitator, a thermometer and a condenser. The mixture was agitated at ambient temperature and then 9.5 g of 1-ethyl-2-aminomethylpyrrolidine was added. Agitation was maintained at ambient temperature and then the solvent was evaporated under vacuum. The crystals produced were washed with water and then dried. 14 g of N-(1-ethyl... Starting materials: NC1=CC(=NC(=N1)C)N1CCC2=CC=CC=C12 (6-amino-4-(1-indolinyl)-2-methylpyrimidine), C1(=CC=CC=C1)OC1=CC=CC=C1 (diphenyl ether). Reagents/catalysts: [Pd] (palladium on charcoal). Product: NC1=CC(=NC(=N1)C)N1C=CC2=CC=CC=C12 (6-amino-4-(1-indolyl)-2-methylpyrimidine). The yield is 95.3%. As a reaction SMILES: [NH2:1][C:2]1[N:7]=[C:6]([CH3:8])[N:5]=[C:4]([N:9]2[C:17]3[C:12](=[CH:13][CH:14]=[CH:15][CH:16]=3)[CH2:11][CH2:10]2)[CH:3]=1.C1(OC2C=CC=CC=2)C=CC=CC=1>[Pd]>[NH2:1][C:2]1[N:7]=[C:6]([CH3:8])[N:5]=[C:4]([N:9]2[C:17]3[C:12](=[CH:13][CH:14]=[CH:15][CH:16]=3)[CH:11]=[CH:10]2)[CH:3]=1. Procedure: A mixture of 6-amino-4-(1-indolinyl)-2-methylpyrimidine (4.5 g, 20 mM), 30% w/w palladium on charcoal (0.45 g) and diphenyl ether (15 ml) was heated under reflux in an argon atmosphere for 1 hour. The solid was removed by filtration and the filtrate was diluted with hexane (100 ml) to give 6-amino-4-(1-indolyl)-2-methylpyrimidine (4.25 g, 95%) as a pale yellow solid, m.p. 176°-177° C.; microanalysis, found: C,69.5; H,5.5; N,24.4%; C13H12N4 requires C,69.64; H,5.36; N,25.0%. The reactants are C[Al](C)C (trimethylaluminum), O (water), Cl.C(C)N (ethylamine hydrochloride), ClC=1C=CC=C2C(=C(C=NC12)C)C=1C=C(OC=2C=C(C(=O)OC)C=CC2)C=CC1 (methyl 3-[3-(8-chloro-3-methylquinolin-4-yl)phenoxy]benzoate). Run in C1(=CC=CC=C1)C (toluene), C1(=CC=CC=C1)C (toluene). Reaction conditions: temperature 62.5 celsius, time 0.5 hour. Yields the product ClC=1C=CC=C2C(=C(C=NC12)C)C=1C=C(OC=2C=C(C(=O)NCC)C=CC2)C=CC1 (3-[3-(8-CHLORO-3-METHYLQUINOLIN-4-YL)PHENOXY]-N-ETHYLBENZAMIDE). As a reaction SMILES: Cl.[CH2:2]([NH2:4])[CH3:3].C[Al](C)C.[Cl:9][C:10]1[CH:11]=[CH:12][CH:13]=[C:14]2[C:19]=1[N:18]=[CH:17][C:16]([CH3:20])=[C:15]2[C:21]1[CH:22]=[C:23]([CH:35]=[CH:36][CH:37]=1)[O:24][C:25]1[CH:26]=[C:27]([CH:32]=[CH:33][CH:34]=1)[C:28]([O:30]C)=O.O>C1(C)C=CC=CC=1>[Cl:9][C:10]1[CH:11]=[CH:12][CH:13]=[C:14]2[C:19]=1[N:18]=[CH:17][C:16]([CH3:20])=[C:15]2[C:21]1[CH:22]=[C:23]([CH:35]=[CH:36][CH:37]=1)[O:24][C:25]1[CH:26]=[C:27]([CH:32]=[CH:33][CH:34]=1)[C:28]([NH:4][CH2:2][CH3:3])=[O:30] |f:0.1|. Reported procedure: To a stirred suspension of ethylamine hydrochloride (41 mg, 0.50 mmol) in toluene (2 mL) at ambient temperature under nitrogen is added 2.0M trimethylaluminum in toluene (0.25 mL, 0.50 mmol). After 0.5 h, methyl 3-[3-(8-chloro-3-methylquinolin-4-yl)phenoxy]benzoate (101 mg, 0.25 mmol) is added and the reaction heated at 60-65° C. for 16 h. The cooled reaction is treated with water (2 mL), then 2M aq HCl (1 mL) and extracted with dichloromethane (2×5 mL). The combined extracts are dried (MgSO4), ... Reactants: BrB(Br)Br, COc1ccc2c(Oc3ccc(OCCN4CCCCC4)cc3)c(-c3ccc(SC)c(C)c3)ccc2c1, CCOC(C)=O, CCOCC, Cl, O. The product is CSc1ccc(-c2ccc3cc(O)ccc3c2Oc2ccc(OCCN3CCCCC3)cc2)cc1C. As a reaction SMILES: [B:39]([Br:40])([Br:41])[Br:42].[CH3:1][O:2][c:3]1[cH:4][c:5]2[cH:6][cH:7][c:8](-[c:29]3[cH:30][c:31]([CH3:37])[c:32]([S:35][CH3:36])[cH:33][cH:34]3)[c:9]([O:13][c:14]3[cH:15][cH:16][c:17]([O:18][CH2:19][CH2:20][N:21]4[CH2:22][CH2:23][CH2:24][CH2:25][CH2:26]4)[cH:27][cH:28]3)[c:10]2[cH:11][cH:12]1.[CH3:44][CH2:45][O:46][C:47](=[O:48])[CH3:49].[CH3:50][CH2:51][O:52][CH2:53][CH3:54].[ClH:38].[OH2:43]>>[OH:2][c:3]1[cH:4][c:5]2[cH:6][cH:7][c:8](-[c:29]3[cH:30][c:31]([CH3:37])[c:32]([S:35][CH3:36])[cH:33][cH:34]3)[c:9]([O:13][c:14]3[cH:15][cH:16][c:17]([O:18][CH2:19][CH2:20][N:21]4[CH2:22][CH2:23][CH2:24][CH2:25][CH2:26]4)[cH:27][cH:28]3)[c:10]2[cH:11][cH:12]1. Starting materials: BrC1=C(C(=CC=C1F)[N+](=O)[O-])NC1=CC=CC=C1 ((2-bromo-3-fluoro-6-nitrophenyl)phenylamine), C(C)(C)(C)P(C1=C(C=CC=C1)C1=C(C=C(C=C1C(C)C)C(C)C)C(C)C)C(C)(C)C (2-di-tert-butylphosphino-2′,4′,6′-triisopropylbiphenyl), [OH-].[K+] (potassium hydroxide). Reagents/catalysts: C=1C=CC(=CC1)/C=C/C(=O)/C=C/C2=CC=CC=C2.C=1C=CC(=CC1)/C=C/C(=O)/C=C/C2=CC=CC=C2.C=1C=CC(=CC1)/C=C/C(=O)/C=C/C2=CC=CC=C2.[Pd].[Pd] (tris(dibenzylideneacetone)dipalladium). Run in O1CCOCC1 (dioxane), O (water). Reaction conditions: temperature 90 celsius. The product is BrC1=C(C=CC(=C1NC1=CC=CC=C1)[N+](=O)[O-])O (2-Bromo-4-nitro-3-phenylaminophenol). Yield: 59.2%. RXN SMILES: [Br:1][C:2]1[C:7](F)=[CH:6][CH:5]=[C:4]([N+:9]([O-:11])=[O:10])[C:3]=1[NH:12][C:13]1[CH:18]=[CH:17][CH:16]=[CH:15][CH:14]=1.C(P(C(C)(C)C)C1C=CC=CC=1C1C(C(C)C)=CC(C(C)C)=CC=1C(C)C)(C)(C)C.[OH-:49].[K+]>O1CCOCC1.O.C1C=CC(/C=C/C(/C=C/C2C=CC=CC=2)=O)=CC=1.C1C=CC(/C=C/C(/C=C/C2C=CC=CC=2)=O)=CC=1.C1C=CC(/C=C/C(/C=C/C2C=CC=CC=2)=O)=CC=1.[Pd].[Pd]>[Br:1][C:2]1[C:3]([NH:12][C:13]2[CH:18]=[CH:17][CH:16]=[CH:15][CH:14]=2)=[C:4]([N+:9]([O-:11])=[O:10])[CH:5]=[CH:6][C:7]=1[OH:49] |f:2.3,6.7.8.9.10|. Procedure: To a solution of (2-bromo-3-fluoro-6-nitrophenyl)phenylamine (1.5 g, 4.8 mmol) in dioxane (20 mL) and water (10 mL) was added tris(dibenzylideneacetone)dipalladium (0) (88 mg, 0.96 mmol), 2-di-tert-butylphosphino-2′,4′,6′-triisopropylbiphenyl (164 mg, 0.39 mmol) and potassium hydroxide (812 mg, 14.4 mmol). The reaction mixture was degassed by bubbling argon through the mixture whilst undergoing sonication. The reaction mixture was heated at 90° C. for 3 h before being diluted with water and acid... Reactants: CCO, CCOC(=O)c1c(OCCO)n[nH]c1N, [Na+], [OH-]. Yields the product Nc1cc(OCCO)n[nH]1. RXN SMILES: [CH3:18][CH2:19][OH:20].[NH2:3][c:4]1[c:5]([C:13]([O:14][CH2:15][CH3:16])=[O:17])[c:6]([O:9][CH2:10][CH2:11][OH:12])[n:7][nH:8]1.[Na+:2].[OH-:1]>>[NH2:3][c:4]1[cH:5][c:6]([O:9][CH2:10][CH2:11][OH:12])[n:7][nH:8]1.